Dataset: the Open Reaction Database (ORD), a public repository of structured organic reaction records. Task: describe an organic reaction: reactants, conditions, products, and yield Reactants: C(C)OC(C(=O)C1=CC=C(C=C1)SC)=O ((4-Methylsulfanyl-phenyl)-oxo-acetic acid ethyl ester), Cl.O[NH3+] (hydroxylammonium hydrochloride). The solvent is N1=CC=CC=C1 (pyridine), O (water), C(C)(=O)OCC (ethyl acetate). Reaction conditions: time 16 hour. The product is C(C)OC(C(C1=CC=C(C=C1)SC)=NO)=O (Hydroxyimino-(4-methylsulfanyl-phenyl)-acetic acid ethyl ester). As a reaction SMILES: [CH2:1]([O:3][C:4](=[O:15])[C:5]([C:7]1[CH:12]=[CH:11][C:10]([S:13][CH3:14])=[CH:9][CH:8]=1)=O)[CH3:2].Cl.[OH:17][NH3+:18]>N1C=CC=CC=1.O.C(OCC)(=O)C>[CH2:1]([O:3][C:4](=[O:15])[C:5](=[N:18][OH:17])[C:7]1[CH:12]=[CH:11][C:10]([S:13][CH3:14])=[CH:9][CH:8]=1)[CH3:2] |f:1.2|. Procedure: 22.4 g (0.1 mol) of (4-Methylsulfanyl-phenyl)-oxo-acetic acid ethyl ester and 7.6 g (0.1 mol) of hydroxylammonium hydrochloride are dissolved in 180 ml of pyridine and the mixture is stirred at room temperature for 16 hours. The yellowish solution is diluted with water and ethyl acetate, the organic phase separated and the aqueous phase extracted several times with ethyl acetate. The combined organic extracts are washed with diluted hydrogen chloride and water and the solvent is evaporated. 24 g... The reactants are C(#N)CC(=O)N (2-cyano-acetamide), CC(C)([O-])C.[K+] (potassium tert-butoxide), CC(C#CC)=O (pent-3-yn-2-one). The solvent is CS(=O)C (DMSO). Reaction conditions: temperature 0 celsius, time 2 hour. Product: C(C)C1=C(C(NC(=C1)C)=O)C#N (4-ethyl-6-methyl-2-oxo-1,2-dihydropyridine-3-carbonitrile). Isolated yield 74.0%. RXN SMILES: [C:1]([CH2:3][C:4]([NH2:6])=[O:5])#[N:2].C[C:8]([CH3:11])([O-])[CH3:9].[K+].[CH3:13][C:14](=O)[C:15]#CC>CS(C)=O>[CH2:14]([C:15]1[CH:11]=[C:8]([CH3:9])[NH:6][C:4](=[O:5])[C:3]=1[C:1]#[N:2])[CH3:13] |f:1.2|. Procedure: A solution of 2-cyano-acetamide (841 mg, 10.0 mmol) in DMSO (20 mL) and potassium tert-butoxide (1.18 g, 10.5 mmol) was stirred at 23° C. for 30 minutes. The mixture was cooled to 0° C. then pent-3-yn-2-one (1.1 mL, 10 mmol) was added and the reaction mixture was stirred for 2 hours. The reaction mixture was quenched with saturated ammonium chloride (3 mL) then diluted with water (10 mL) causing a solid to precipitate out. The suspension was filtered and the solids dried under vacuum to give 4-e...